Dataset: the Open Reaction Database (ORD), a public repository of structured organic reaction records. Task: describe an organic reaction: reactants, conditions, products, and yield Reaction SMILES: [Cl:1][C:2]1[CH:3]=[CH:4][C:5]2[N:11]3[C:12]([CH2:15][CH2:16]O)=[N:13][N:14]=[C:10]3[CH2:9][N:8]=[C:7]([C:18]3[CH:23]=[CH:22][CH:21]=[CH:20][N:19]=3)[C:6]=2[CH:24]=1.[C:25]1(=[O:35])[NH:29][C:28](=[O:30])[C:27]2=[CH:31][CH:32]=[CH:33][CH:34]=[C:26]12.C1(P(C2C=CC=CC=2)C2C=CC=CC=2)C=CC=CC=1.N(C(OCC)=O)=NC(OCC)=O>O1CCOCC1>[Cl:1][C:2]1[CH:3]=[CH:4][C:5]2[N:11]3[C:12]([CH2:15][CH2:16][N:29]4[C:25](=[O:35])[C:26]5=[CH:34][CH:33]=[CH:32][CH:31]=[C:27]5[C:28]4=[O:30])=[N:13][N:14]=[C:10]3[CH2:9][N:8]=[C:7]([C:18]3[CH:23]=[CH:22][CH:21]=[CH:20][N:19]=3)[C:6]=2[CH:24]=1. The reactants are C1(C=2C(C(N1)=O)=CC=CC2)=O (phthalimide), C1(=CC=CC=C1)P(C1=CC=CC=C1)C1=CC=CC=C1 (triphenylphosphine), N(=NC(=O)OCC)C(=O)OCC (diethyl azodicarboxylate), ClC=1C=CC2=C(C(=NCC=3N2C(=NN3)CCO)C3=NC=CC=C3)C1 (8-chloro-1-(2-hydroxyethyl)-6-(2-pyridyl)-4H-s-triazolo[4,3-a][1,4]-benzodiazepine). Procedure: In the manner given in Example 2, 8-chloro-1-(2-hydroxyethyl)-6-(2-pyridyl)-4H-s-triazolo[4,3-a][1,4]-benzodiazepine in dioxane is treated with phthalimide, triphenylphosphine and subsequently with diethyl azodicarboxylate to give 8-chloro-1-(2-phthalimidoethyl)-6-(2-pyridyl)-4H-s-triazolo[4,3-a][1,4]benzodiazepine. Yields the product ClC=1C=CC2=C(C(=NCC=3N2C(=NN3)CCN3C(C=2C(C3=O)=CC=CC2)=O)C2=NC=CC=C2)C1 (8-chloro-1-(2-phthalimidoethyl)-6-(2-pyridyl)-4H-s-triazolo[4,3-a][1,4]benzodiazepine). Solvent: O1CCOCC1 (dioxane).